From a dataset of the Open Reaction Database (ORD), a public repository of structured organic reaction records. describe an organic reaction: reactants, conditions, products, and yield Starting materials: FC(C(=O)O)(F)F.C1(=CCCCC1)C1=C(C=CC(=C1)C1CCNCC1)NC(=O)C=1NC=C(N1)C#N (4-Cyano-1H-imidazole-2-carboxylic acid (2-cyclohex-1-enyl-4-piperidin-4-yl-phenyl)-amide trifluoroacetic acid salt), N1=CC(=CC=C1)CC(=O)O (pyridin-3-yl-acetic acid). The product is FC(C(=O)O)(F)F.C1(=CCCCC1)C1=C(C=CC(=C1)C1CCN(CC1)C(CC=1C=NC=CC1)=O)NC(=O)C=1NC=C(N1)C#N (4-Cyano-1H-imidazole-2-carboxylic acid {2-cyclohex-1-enyl-4-[1-(2-pyridin-3-yl-acetyl)-piperidin-4-yl]-phenyl}-amide trifluoroacetic acid salt). As a reaction SMILES: [F:1][C:2]([F:7])([F:6])[C:3]([OH:5])=[O:4].[C:8]1([C:14]2[CH:19]=[C:18]([CH:20]3[CH2:25][CH2:24][NH:23][CH2:22][CH2:21]3)[CH:17]=[CH:16][C:15]=2[NH:26][C:27]([C:29]2[NH:30][CH:31]=[C:32]([C:34]#[N:35])[N:33]=2)=[O:28])[CH2:13][CH2:12][CH2:11][CH2:10][CH:9]=1.[N:36]1[CH:41]=[CH:40][CH:39]=[C:38]([CH2:42][C:43](O)=[O:44])[CH:37]=1>>[F:1][C:2]([F:7])([F:6])[C:3]([OH:5])=[O:4].[C:8]1([C:14]2[CH:19]=[C:18]([CH:20]3[CH2:21][CH2:22][N:23]([C:43](=[O:44])[CH2:42][C:38]4[CH:37]=[N:36][CH:41]=[CH:40][CH:39]=4)[CH2:24][CH2:25]3)[CH:17]=[CH:16][C:15]=2[NH:26][C:27]([C:29]2[NH:30][CH:31]=[C:32]([C:34]#[N:35])[N:33]=2)=[O:28])[CH2:13][CH2:12][CH2:11][CH2:10][CH:9]=1 |f:0.1,3.4|. Procedure details: The title compound was prepared from 4-cyano-1H-imidazole-2-carboxylic acid (2-cyclohex-1-enyl-4-piperidin-4-yl-phenyl)-amide TFA salt (as prepared in Example 14, step (b)), according to the procedure in Example 29 using pyridin-3-yl-acetic acid. 1H-NMR (400 MHz, CD3OD): δ 8.80 (m, 2H), 8.54 (d, 1H), 8.10 (d, 1H), 8.06 (t, 1H), 7.98 (s, 1H), 7.18 (dd, 1H), 7.08 (d, 1H), 5.78 (m, 1H), 4.68 (m, 1H), 4.20 (m, 1H), 4.18 (s, 2H), 3.36 (m, 1H), 2.84 (m, 2H), 2.28 (m, 4H), 2.06-1.70 (m, 7H), 1.62 (m, 1... Reactants: CC(=O)OCC1=C(N2[C@@H]([C@@H](C2=O)N)SC1)C(=O)O (7-ACA), SC1=NN=NN1C (5-mercapto-1-methyl-1H-tetrazole), COC(=O)C1=C(C(=C(C(=C1Cl)Cl)C(=O)OC)Cl)Cl (DCPA), ice water, N (ammonia). Run in C(C)#N (acetonitrile). Reaction conditions: time 8 hour. Yields the product NC1[C@@H]2N(C(=C(CS2)CSC2=NN=NN2C)C(=O)O)C1=O (7-amino-3-(1-methyl-1H-tetrazol-5-yl)thiomethyl-3-cephem-4-carboxylic acid). The yield is 94.6%. Reaction SMILES: CC(O[CH2:5][C:6]1[CH2:15][S:14][C@@H:9]2[C@H:10]([NH2:13])[C:11](=[O:12])[N:8]2[C:7]=1[C:16]([OH:18])=[O:17])=O.[SH:19][C:20]1[N:24]([CH3:25])[N:23]=[N:22][N:21]=1.COC(C1C(Cl)=C(Cl)C(C(OC)=O)=C(Cl)C=1Cl)=O.N>C(#N)C>[NH2:13][CH:10]1[C:11](=[O:12])[N:8]2[C:7]([C:16]([OH:18])=[O:17])=[C:6]([CH2:5][S:19][C:20]3[N:24]([CH3:25])[N:23]=[N:22][N:21]=3)[CH2:15][S:14][C@H:9]12. Procedure: A 320 ml portion of acetonitrile was added to 54.5 g of 7-ACA and 25,6 g of 5-mercapto-1-methyl-1H-tetrazole, and 296.7 g of DCPA was added to the mixture with stirring and under cooling at -20° to -10° C. After the dissolution, the reaction mixture was stirred at 15° to 17° C. for 40 minutes to allow the reaction to proceed, cooled and poured into 1.8 kg of ice-water. The mixture was allowed to stand at 5° C. overnight, cooled by adding ice under stirring and adjusted to pH 4.0 with 25% aqueous... Reactants: C(#C)[Mg]Br (ethynylmagnesium bromide), CC=1N=C(SC1)C(C)=O (1-(4-methyl-1,3-thiazol-2-yl)ethan-1-one). The solvent is O1CCCC1 (tetrahydrofuran). Run at temperature 25 celsius, time 3 hour. Yields the product CC=1N=C(SC1)C(C)(C#C)O (2-(4-methyl-1,3-thiazol-2-yl)but-3-yn-2-ol). The yield is 29.3%. RXN SMILES: [C:1]([Mg]Br)#[CH:2].[CH3:5][C:6]1[N:7]=[C:8]([C:11](=[O:13])[CH3:12])[S:9][CH:10]=1>O1CCCC1>[CH3:5][C:6]1[N:7]=[C:8]([C:11]([OH:13])([C:1]#[CH:2])[CH3:12])[S:9][CH:10]=1. Procedure: To a stirred solution of ethynylmagnesium bromide (0.5 M in THF, 30.6 mL, 15.30 mmol) maintained under nitrogen at −20° C. was added slowly a solution of 1-(4-methyl-1,3-thiazol-2-yl)ethan-1-one (1.8 g, 10.20 mmol, 80%) in tetrahydrofuran (10 mL) over a period of 20 min. The resulting solution was stirred for 3 hr at 20-30° C. and then quenched by the addition of water (20 mL). The resulting mixture was extracted with ethyl acetate (3×30 mL). The combined organic layers were dried over Na2SO4, f... Reaction SMILES: COC[O:4][C:5]1[CH:10]=[CH:9][C:8]([N:11]2[C:16](=[O:17])[CH:15]=[C:14]([C:18]3[CH:23]=[CH:22][CH:21]=[CH:20][C:19]=3[Cl:24])[NH:13][C:12]2=[O:25])=[CH:7][CH:6]=1.Cl>O1CCCC1>[OH:4][C:5]1[CH:10]=[CH:9][C:8]([N:11]2[C:16](=[O:17])[CH:15]=[C:14]([C:18]3[CH:23]=[CH:22][CH:21]=[CH:20][C:19]=3[Cl:24])[NH:13][C:12]2=[O:25])=[CH:7][CH:6]=1. Solvent: O1CCCC1 (tetrahydrofuran). Yields the product OC1=CC=C(C=C1)N1C(NC(=CC1=O)C1=C(C=CC=C1)Cl)=O (3-(4-hydroxyphenyl)-6-(2-chlorophenyl)-2,4(1H,3H)-pyrimidinedione). Reported procedure: 7.0 g of the obtained 3-(4-methoxymethoxyphenyl)-6-(2-chlorophenyl)-2,4(1H,3H)-pyrimidinedione was dissolved in 100 ml of tetrahydrofuran and then added dropwise with 10 ml of concentrated hydrochloric acid with stirring at room temperature. The mixed solution was further stirred at room temperature for 12 hours and extracted with 200 ml of ethyl acetate. The organic layer was washed with a sodium chloride aqueous solution and dried over anhydrous sodium sulfate. Then the solvent was distilled a... The yield is 73.3%. Reactants: COCOC1=CC=C(C=C1)N1C(NC(=CC1=O)C1=C(C=CC=C1)Cl)=O (3-(4-methoxymethoxyphenyl)-6-(2-chlorophenyl)-2,4(1H,3H)-pyrimidinedione), Cl (hydrochloric acid).